Dataset: the Open Reaction Database (ORD), a public repository of structured organic reaction records. Task: describe an organic reaction: reactants, conditions, products, and yield Yields the product NC[C@]12[C@@H]([C@H]3CC[C@@H]4[C@]5(CC=C(C([C@@H]5CC[C@]4([C@@]3(CC1)C)C)(C)C)C1=CC=C(C(=O)OC)C=C1)C)[C@@H](CC2)C(=C)C (methyl 4-((1R,3aS,5aR,5bR,7aR,11aS,11bR,13aR,13bR)-3a-(aminomethyl)-5a,5b,8,8,11a-pentamethyl-1-(prop-1-en-2-yl)-2,3,3a,4,5,5a,5b,6,7,7a,8,11,11a,11b,12,13,13a,13b-octadecahydro-1H-cyclopenta[a]chrysen-9-yl)benzoate). Isolated yield 102.5%. The reagents and catalysts are [Cl-].[Ti+3].[Cl-].[Cl-] (titanium(III) chloride). As a reaction SMILES: O[N:2]=[CH:3][C@:4]12[CH2:39][CH2:38][C@@H:37]([C:40]([CH3:42])=[CH2:41])[C@@H:5]1[C@@H:6]1[C@@:19]([CH3:22])([CH2:20][CH2:21]2)[C@@:18]2([CH3:23])[C@@H:9]([C@:10]3([CH3:36])[C@@H:15]([CH2:16][CH2:17]2)[C:14]([CH3:25])([CH3:24])[C:13]([C:26]2[CH:35]=[CH:34][C:29]([C:30]([O:32][CH3:33])=[O:31])=[CH:28][CH:27]=2)=[CH:12][CH2:11]3)[CH2:8][CH2:7]1.C([O-])(=O)C.[NH4+].C([BH3-])#N.[Na+]>C(O)C.[Cl-].[Ti+3].[Cl-].[Cl-]>[NH2:2][CH2:3][C@:4]12[CH2:39][CH2:38][C@@H:37]([C:40]([CH3:42])=[CH2:41])[C@@H:5]1[C@@H:6]1[C@@:19]([CH3:22])([CH2:20][CH2:21]2)[C@@:18]2([CH3:23])[C@@H:9]([C@:10]3([CH3:36])[C@@H:15]([CH2:16][CH2:17]2)[C:14]([CH3:25])([CH3:24])[C:13]([C:26]2[CH:35]=[CH:34][C:29]([C:30]([O:32][CH3:33])=[O:31])=[CH:28][CH:27]=2)=[CH:12][CH2:11]3)[CH2:8][CH2:7]1 |f:1.2,3.4,6.7.8.9|. Procedure: To the solution of methyl 4-((1R,3aS,5aR,5bR,7aR,11aS,11bR,13aR,13bR)-3a-((hydroxyimino)methyl)-5a,5b,8,8,11a-pentamethyl-1-(prop-1-en-2-yl)-2,3,3a,4,5,5a,5b,6,7,7a,8,11,11a,11b,12,13,13a,13b-octadecahydro-1H-cyclopenta[a]chrysen-9-yl)benzoate (800 mg, 1.399 mmol), in ethanol (40 ml) was added excess of ammonium acetate (1078 mg, 13.99 mmol) and sodium cyanoborohydride (879 mg, 13.99 mmol). The mixture was stirred in an ice bath until cold. To this suspension was added an aqueous solution of tit... Solvent: C(C)O (ethanol). Starting materials: ON=C[C@]12[C@@H]([C@H]3CC[C@@H]4[C@]5(CC=C(C([C@@H]5CC[C@]4([C@@]3(CC1)C)C)(C)C)C1=CC=C(C(=O)OC)C=C1)C)[C@@H](CC2)C(=C)C (methyl 4-((1R,3aS,5aR,5bR,7aR,11aS,11bR,13aR,13bR)-3a-((hydroxyimino)methyl)-5a,5b,8,8,11a-pentamethyl-1-(prop-1-en-2-yl)-2,3,3a,4,5,5a,5b,6,7,7a,8,11,11a,11b,12,13,13a,13b-octadecahydro-1H-cyclopenta[a]chrysen-9-yl)benzoate), C(C)(=O)[O-].[NH4+] (ammonium acetate), C(#N)[BH3-].[Na+] (sodium cyanoborohydride). The reactants are CC1(N(C(N(C1=O)[C@H](C(=O)N[C@@H](CC(=O)O)C)CC1CC1)=O)CC1=CC(=C(C=C1)NC(=O)NC1=C(C=CC=C1)C)OC)C ((R)-3-((S)-2-(4,4-Dimethyl-3-(4-(3-(2-methylphenyl)ureido)-3-methoxybenzyl)-2,5-dioxoimidazolidin-1-yl)-2-(cyclopropylmethyl)acetylamino)-3-methylpropionic Acid), FC(C1(N(C(N(C1=O)[C@H](C(=O)O)CC(C)C)=O)CC1=CC(=C(C=C1)NC(=O)NC1=C(C=CC=C1)C)OC)C(F)(F)F)(F)F ((S)-2-(4,4-bis(trifluoromethyl)-3-(4-(3-(2-methylphenyl)ureido)-3-methoxybenzyl)-2,5-dioxoimidazolidin-1-yl)-2-(2-methylpropyl)acetic acid). The product is FC(C1(N(C(N(C1=O)[C@H](C(=O)N[C@@H](CC(=O)O)C)CC(C)C)=O)CC1=CC(=C(C=C1)NC(=O)NC1=C(C=CC=C1)C)OC)C(F)(F)F)(F)F ((R)-3-((S)-2-(4,4-Bis(trifluoromethyl)-3-(4-(3-(2-methylphenyl)ureido)-3-methoxy-benzyl)-2,5-dioxoimidazolidin-1-yl)-2-(2-methylpropyl) acetylamino)-3-methylpropionic Acid). Reaction SMILES: CC1(C)C(=O)N([C@@H](CC2CC2)[C:9]([NH:11][C@H:12]([CH3:17])[CH2:13][C:14]([OH:16])=[O:15])=[O:10])C(=O)N1CC1C=CC(NC(NC2C=CC=CC=2C)=O)=C(OC)C=1.[F:44][C:45]([F:86])([F:85])[C:46]1([C:81]([F:84])([F:83])[F:82])[C:50](=[O:51])[N:49]([C@@H:52]([CH2:56][CH:57]([CH3:59])[CH3:58])C(O)=O)[C:48](=[O:60])[N:47]1[CH2:61][C:62]1[CH:67]=[CH:66][C:65]([NH:68][C:69]([NH:71][C:72]2[CH:77]=[CH:76][CH:75]=[CH:74][C:73]=2[CH3:78])=[O:70])=[C:64]([O:79][CH3:80])[CH:63]=1>>[F:44][C:45]([F:85])([F:86])[C:46]1([C:81]([F:83])([F:82])[F:84])[C:50](=[O:51])[N:49]([C@@H:52]([CH2:56][CH:57]([CH3:59])[CH3:58])[C:9]([NH:11][C@H:12]([CH3:17])[CH2:13][C:14]([OH:16])=[O:15])=[O:10])[C:48](=[O:60])[N:47]1[CH2:61][C:62]1[CH:67]=[CH:66][C:65]([NH:68][C:69]([NH:71][C:72]2[CH:77]=[CH:76][CH:75]=[CH:74][C:73]=2[CH3:78])=[O:70])=[C:64]([O:79][CH3:80])[CH:63]=1. Procedure details: The title compound was prepared as described in Examples 1f and 1g from 500 mg (0.809 mmol) of (S)-2-(4,4-bis(trifluoromethyl)-3-(4-(3-(2-methylphenyl)ureido)-3-methoxybenzyl)-2,5-dioxoimidazolidin-1-yl)-2-(2-methylpropyl)acetic acid of the formula Reactants: [OH-].[Na+] (NaOH), OC(C(=O)O)=CC1=CSC=C1 (hydroxy-3-(3-thienyl)acrylic acid), N[C@@H](CC(=O)[O-])C(=O)[O-] (L-aspartate). The product is C1=CSC=C1C[C@@H](C(=O)O)N (L-3-(3-thienyl)alanine). The yield is 39.3%. Reaction SMILES: [OH-].[Na+].O[C:4](=[CH:8][C:9]1[CH:13]=[CH:12][S:11][CH:10]=1)[C:5]([OH:7])=[O:6].[NH2:14][C@H](C([O-])=O)CC([O-])=O>>[CH:13]1[C:9]([CH2:8][C@H:4]([NH2:14])[C:5]([OH:7])=[O:6])=[CH:10][S:11][CH:12]=1 |f:0.1|. Procedure: The procedure was largely as in Example 8. However, solution 1 contained only 20 g of hydroxy-3-(3-thienyl)acrylic acid and 19 g of L-aspartate. The product concentration was 11.5 g/l (58%) after the reaction. After ion-exchange chromatography, 7.9 g (40%) of L-3-(3-thienyl)alanine (2B) were obtained.